This data is from the Open Reaction Database (ORD), a public repository of structured organic reaction records. The task is: describe an organic reaction: reactants, conditions, products, and yield Reactants: O=C([O-])[O-], C1COCCO1, [Cs+], [Cs+], Cc1ccncc1I, O=C(C=Cc1ccccc1)C=Cc1ccccc1, O=C(C=Cc1ccccc1)C=Cc1ccccc1, O=C(C=Cc1ccccc1)C=Cc1ccccc1, [Pd], [Pd], O=C1NC(C(F)(F)F)CN1c1ccc2ncsc2c1. Product: Cc1ccncc1N1C(=O)N(c2ccc3ncsc3c2)CC1C(F)(F)F. RXN SMILES: [C:28](=[O:29])([O-:30])[O-:31].[CH2:90]1[O:91][CH2:92][CH2:93][O:94][CH2:95]1.[Cs+:32].[Cs+:33].[I:20][c:21]1[cH:22][n:23][cH:24][cH:25][c:26]1[CH3:27].[O:36]=[C:37]([CH:38]=[CH:39][c:40]1[cH:41][cH:42][cH:43][cH:44][cH:45]1)[CH:46]=[CH:47][c:48]1[cH:49][cH:50][cH:51][cH:52][cH:53]1.[O:54]=[C:55]([CH:56]=[CH:57][c:58]1[cH:59][cH:60][cH:61][cH:62][cH:63]1)[CH:64]=[CH:65][c:66]1[cH:67][cH:68][cH:69][cH:70][cH:71]1.[O:72]=[C:73]([CH:74]=[CH:75][c:76]1[cH:77][cH:78][cH:79][cH:80][cH:81]1)[CH:82]=[CH:83][c:84]1[cH:85][cH:86][cH:87][cH:88][cH:89]1.[Pd:34].[Pd:35].[s:1]1[cH:2][n:3][c:4]2[c:5]1[cH:6][c:7]([N:10]1[C:11](=[O:19])[NH:12][CH:13]([C:15]([F:16])([F:17])[F:18])[CH2:14]1)[cH:8][cH:9]2>>[s:1]1[cH:2][n:3][c:4]2[c:5]1[cH:6][c:7]([N:10]1[C:11](=[O:19])[N:12]([c:21]3[cH:22][n:23][cH:24][cH:25][c:26]3[CH3:27])[CH:13]([C:15]([F:16])([F:17])[F:18])[CH2:14]1)[cH:8][cH:9]2. The reactants are C(C)OC(C(CC(=O)C1=CC(=CC=C1)N(CC1=CC=CC=C1)CC1=CC=CC=C1)=O)=O (4-(3-dibenzylaminophenyl)-2,4-dioxobutanoic acid ethyl ester), [Li+].[OH-] (LiOH). Solvent: C1CCOC1 (THF). Product: C(C1=CC=CC=C1)N(C=1C=C(C=CC1)C(CC(C(=O)O)=O)=O)CC1=CC=CC=C1 (4-(3-Dibenzylaminophenyl)-2,4-dioxobutanoic acid). Reaction SMILES: C([O:3][C:4](=[O:31])[C:5](=[O:30])[CH2:6][C:7]([C:9]1[CH:14]=[CH:13][CH:12]=[C:11]([N:15]([CH2:23][C:24]2[CH:29]=[CH:28][CH:27]=[CH:26][CH:25]=2)[CH2:16][C:17]2[CH:22]=[CH:21][CH:20]=[CH:19][CH:18]=2)[CH:10]=1)=[O:8])C.[Li+].[OH-]>C1COCC1>[CH2:23]([N:15]([CH2:16][C:17]1[CH:22]=[CH:21][CH:20]=[CH:19][CH:18]=1)[C:11]1[CH:10]=[C:9]([C:7](=[O:8])[CH2:6][C:5](=[O:30])[C:4]([OH:31])=[O:3])[CH:14]=[CH:13][CH:12]=1)[C:24]1[CH:25]=[CH:26][CH:27]=[CH:28][CH:29]=1 |f:1.2|. Procedure details: In a similar manner to example AI-2-1, 4-(3-dibenzylaminophenyl)-2,4-dioxobutanoic acid ethyl ester (0.489 g, 1.1 mmol) was reacted with 3 ml 1N LiOH in 10 ml THF to yield 0.4 g (94%) of AV-3-1 as an orange resin. 1H NMR (400 MHz, CDCl3) δ4.71 (s, 4H), 6.96 (dt, 1H, J=7.33, 2.20 Hz). Reactants: BrC1=CC=C(C(C(=O)O)=C1)O (5-bromosalicylic acid), NC1=NNC(=C1)C1=CC=CC=C1 (3-amino-5-phenylpyrazole), raw materials. Product: BrC=1C=CC(=C(C(=O)NC2=NNC(=C2)C2=CC=CC=C2)C1)O (5-Bromo-2-hydroxy-N-(5-phenylpyrazol-3-yl)benzamide). Yield: 9.2%. Reaction SMILES: [Br:1][C:2]1[CH:10]=[C:6]([C:7]([OH:9])=O)[C:5]([OH:11])=[CH:4][CH:3]=1.[NH2:12][C:13]1[CH:17]=[C:16]([C:18]2[CH:23]=[CH:22][CH:21]=[CH:20][CH:19]=2)[NH:15][N:14]=1>>[Br:1][C:2]1[CH:3]=[CH:4][C:5]([OH:11])=[C:6]([CH:10]=1)[C:7]([NH:12][C:13]1[CH:17]=[C:16]([C:18]2[CH:23]=[CH:22][CH:21]=[CH:20][CH:19]=2)[NH:15][N:14]=1)=[O:9]. Procedure: Using 5-bromosalicylic acid and 3-amino-5-phenylpyrazole as the raw materials, the same operation as the example 16 gave the title compound. The reactants are O[C@H]1CN(CC[C@@H]1C1=CC=C(C=C1)O)C(=O)OC(C)(C)C ((3R,4R)-tert-butyl 3-hydroxy-4-(4-hydroxyphenyl)piperidine-1-carboxylate), Cl (HCl). Run in CO (methanol), O1CCOCC1 (dioxane). Conditions: time 1 hour. Yields the product Cl.OC1=CC=C(C=C1)[C@@H]1[C@H](CNCC1)O ((3R,4R)-4-(4-hydroxyphenyl)-piperidin-3-ol hydrochloride). Reaction SMILES: [OH:1][C@@H:2]1[C@@H:7]([C:8]2[CH:13]=[CH:12][C:11]([OH:14])=[CH:10][CH:9]=2)[CH2:6][CH2:5][N:4](C(OC(C)(C)C)=O)[CH2:3]1.[ClH:22]>CO.O1CCOCC1>[ClH:22].[OH:14][C:11]1[CH:12]=[CH:13][C:8]([C@H:7]2[CH2:6][CH2:5][NH:4][CH2:3][C@@H:2]2[OH:1])=[CH:9][CH:10]=1 |f:4.5|. Procedure details: To a solution of (3R,4R)-tert-butyl 3-hydroxy-4-(4-hydroxyphenyl)piperidine-1-carboxylate (1.5 g, 5.1 mmol, E-2 from example 46 step E) in methanol (50 mL) under nitrogen was added 12.8 mL of 4 M HCl in dioxane and the reaction was stirred for 1 h at rt. The mixture was then evaporated under reduced pressure to dryness and the residue was washed twice with 20 mL of diethyl ether. The solid residue was dried under vacuum to give (3R,4R)-4-(4-hydroxyphenyl)-piperidin-3-ol hydrochloride E-2a (950 m...